The task is: describe an organic reaction: reactants, conditions, products, and yield. This data is from the Open Reaction Database (ORD), a public repository of structured organic reaction records. Starting materials: CS(=O)C (dimethyl sulfoxide), ClC=1N(C2=NC(=NC(=C2N1)N1CCOCC1)C=1C=NC(=NC1)N)CC1CC1 (5-[8-chloro-9-(cyclopropylmethyl)-6-morpholin-4-yl-9H-purin-2-yl]pyrimidin-2-amine), C[C@@H]1N[C@@H](CNC1)C (cis-2,6-dimethylpiperazine). Solvent: ClCCl.CO (dichloromethane methanol). Run at time 2.5 hour. Product: C1(CC1)CN1C2=NC(=NC(=C2N=C1N1C[C@H](N[C@H](C1)C)C)N1CCOCC1)C=1C=NC(=NC1)N (5-{9-(Cyclopropylmethyl)-8-(cis-3,5-dimethylpiperazin-1-yl)-6-morpholin-4-yl-9H-purin-2-yl}pyrimidin-2-amine). The yield is 103.2%. Reaction SMILES: CS(C)=O.Cl[C:6]1[N:7]([CH2:28][CH:29]2[CH2:31][CH2:30]2)[C:8]2[C:13]([N:14]=1)=[C:12]([N:15]1[CH2:20][CH2:19][O:18][CH2:17][CH2:16]1)[N:11]=[C:10]([C:21]1[CH:22]=[N:23][C:24]([NH2:27])=[N:25][CH:26]=1)[N:9]=2.[CH3:32][C@H:33]1[CH2:38][NH:37][CH2:36][C@@H:35]([CH3:39])[NH:34]1>ClCCl.CO>[CH:29]1([CH2:28][N:7]2[C:6]([N:37]3[CH2:36][C@H:35]([CH3:39])[NH:34][C@H:33]([CH3:32])[CH2:38]3)=[N:14][C:13]3[C:8]2=[N:9][C:10]([C:21]2[CH:22]=[N:23][C:24]([NH2:27])=[N:25][CH:26]=2)=[N:11][C:12]=3[N:15]2[CH2:20][CH2:19][O:18][CH2:17][CH2:16]2)[CH2:31][CH2:30]1 |f:3.4|. Reported procedure: A dimethyl sulfoxide solution (0.8 ml) of 5-[8-chloro-9-(cyclopropylmethyl)-6-morpholin-4-yl-9H-purin-2-yl]pyrimidin-2-amine (76.5 mg, 0.19 mmol) and cis-2,6-dimethylpiperazine (87.5 mg, 0.77 mmol) was heated at 140° C. and stirred for 2.5 hours. The resulting mixture was left standing to cool followed by the addition of dichloromethane-methanol (10:1) and washed with saturated aqueous sodium hydrogen carbonate solution. The organic layer was dried over anhydrous sodium sulfate, the resulting mi... The reactants are CCCCCCCCCCCCCCCC(=O)OCC, CCO, NO, [Na], Oc1ccc2ccccc2n1. Yields the product CCCCCCCCCCCCCCCC(=O)NO. Reaction SMILES: [C:1]([CH2:2][CH2:3][CH2:4][CH2:5][CH2:6][CH2:7][CH2:8][CH2:9][CH2:10][CH2:11][CH2:12][CH2:13][CH2:14][CH2:15][CH3:16])([O:18][CH2:17][CH3:19])=[O:20].[CH3:35][CH2:36][OH:37].[NH2:21][OH:22].[Na:23].[OH:24][c:25]1[cH:26][cH:27][c:28]2[c:29]([cH:30][cH:31][cH:32][cH:33]2)[n:34]1>>[C:1]([CH2:2][CH2:3][CH2:4][CH2:5][CH2:6][CH2:7][CH2:8][CH2:9][CH2:10][CH2:11][CH2:12][CH2:13][CH2:14][CH2:15][CH3:16])(=[O:18])[NH:21][OH:22]. The reactants are FC=1C=C(C=CC1OC1=NC=C(C=C1)NC(C1=CC=C(C=C1)OC1=CC=CC=C1)=O)N(C(OC(C)(C)C)=O)C (tert-Butyl [3-fluoro-4-({5-[(4-phenoxybenzoyl)amino]pyridin-2-yl}oxy)phenyl]-methylcarbamate). The solvent is C(=O)(C(F)(F)F)O (TFA). Run at time 5 minute. Product: FC1=C(OC2=CC=C(C=N2)NC(C2=CC=C(C=C2)OC2=CC=CC=C2)=O)C=CC(=C1)NC (N-{6-[2-fluoro-4-(methylamino)phenoxy]pyridin-3-yl}-4-phenoxybenzamide). The yield is 67.5%. Reaction SMILES: [F:1][C:2]1[CH:3]=[C:4]([N:31](C)[C:32](=O)OC(C)(C)C)[CH:5]=[CH:6][C:7]=1[O:8][C:9]1[CH:14]=[CH:13][C:12]([NH:15][C:16](=[O:30])[C:17]2[CH:22]=[CH:21][C:20]([O:23][C:24]3[CH:29]=[CH:28][CH:27]=[CH:26][CH:25]=3)=[CH:19][CH:18]=2)=[CH:11][N:10]=1>C(O)(C(F)(F)F)=O>[F:1][C:2]1[CH:3]=[C:4]([NH:31][CH3:32])[CH:5]=[CH:6][C:7]=1[O:8][C:9]1[N:10]=[CH:11][C:12]([NH:15][C:16](=[O:30])[C:17]2[CH:18]=[CH:19][C:20]([O:23][C:24]3[CH:29]=[CH:28][CH:27]=[CH:26][CH:25]=3)=[CH:21][CH:22]=2)=[CH:13][CH:14]=1. Procedure: tert-Butyl [3-fluoro-4-({5-[(4-phenoxybenzoyl)amino]pyridin-2-yl}oxy)phenyl]-methylcarbamate (0.53 g) was dissolved in TFA (4 mL) and stirred at room temperature for 5 min. The mixture was evaporated under reduced pressure and the residue was dissolved in AcOEt. Ice cold 5 M NaOH was added to adjust the pH to 12, and the mixture was extracted with AcOEt. The organic layer was washed with water and saturated aqueous NaCl, dried over anhydrous MgSO4, and concentrated under reduced pressure. The re... Starting materials: CO, CC1CCc2ncnc(N3CCN(C(=O)N(CCNC(=O)OC(C)(C)C)Cc4ccc(Cl)cc4)CC3)c21, Cl, C1COCCO1. Product: CC1CCc2ncnc(N3CCN(C(=O)N(CCN)Cc4ccc(Cl)cc4)CC3)c21. As a reaction SMILES: [CH3:45][OH:46].[Cl:8][c:9]1[cH:10][cH:11][c:12]([CH2:13][N:14]([C:15](=[O:16])[N:17]2[CH2:18][CH2:19][N:20]([c:23]3[c:24]4[c:25]([n:26][cH:27][n:28]3)[CH2:29][CH2:30][CH:31]4[CH3:32])[CH2:21][CH2:22]2)[CH2:33][CH2:34][NH:35][C:36](=[O:37])[O:38][C:39]([CH3:40])([CH3:41])[CH3:42])[cH:43][cH:44]1.[ClH:1].[O:2]1[CH2:3][CH2:4][O:5][CH2:6][CH2:7]1>>[Cl:8][c:9]1[cH:10][cH:11][c:12]([CH2:13][N:14]([C:15](=[O:16])[N:17]2[CH2:18][CH2:19][N:20]([c:23]3[c:24]4[c:25]([n:26][cH:27][n:28]3)[CH2:29][CH2:30][CH:31]4[CH3:32])[CH2:21][CH2:22]2)[CH2:33][CH2:34][NH2:35])[cH:43][cH:44]1. Starting materials: COc1ccc(C2=NN(C3CCNCC3)C(=O)C2(C)C)cc1OC, O=C(O)c1ccc2[nH]ccc2c1. Yields the product COc1ccc(C2=NN(C3CCN(C(=O)c4ccc5[nH]ccc5c4)CC3)C(=O)C2(C)C)cc1OC. As a reaction SMILES: [CH3:1][O:2][c:3]1[cH:4][c:5]([C:11]2=[N:15][N:14]([CH:16]3[CH2:17][CH2:18][NH:19][CH2:20][CH2:21]3)[C:13](=[O:22])[C:12]2([CH3:23])[CH3:24])[cH:6][cH:7][c:8]1[O:9][CH3:10].[nH:25]1[cH:26][cH:27][c:28]2[cH:29][c:30]([C:34](=[O:35])[OH:36])[cH:31][cH:32][c:33]12>>[CH3:1][O:2][c:3]1[cH:4][c:5]([C:11]2=[N:15][N:14]([CH:16]3[CH2:17][CH2:18][N:19]([C:34]([c:30]4[cH:29][c:28]5[cH:27][cH:26][nH:25][c:33]5[cH:32][cH:31]4)=[O:35])[CH2:20][CH2:21]3)[C:13](=[O:22])[C:12]2([CH3:23])[CH3:24])[cH:6][cH:7][c:8]1[O:9][CH3:10]. The reactants are Nc1cccc(Br)c1Cl, O=[N+]([O-])c1cccc(Br)c1F. The product is Nc1cccc(Br)c1F. As a reaction SMILES: [Br:12][c:13]1[c:14]([Cl:15])[c:16]([NH2:20])[cH:17][cH:18][cH:19]1.[Br:1][c:2]1[c:3]([F:11])[c:4]([N+:8]([O-:9])=[O:10])[cH:5][cH:6][cH:7]1>>[Br:1][c:2]1[c:3]([F:11])[c:4]([NH2:8])[cH:5][cH:6][cH:7]1. The reactants are CCOCC, [Li]CCCC, CCCCCC, CC(C)NC(C)C, CC(C)N(C(=O)c1cc(F)cc(C(F)(F)F)c1)C(C)C, CN(C)C=O. Yields the product CC(C)N(C(=O)c1cc(C(F)(F)F)cc(F)c1C=O)C(C)C. RXN SMILES: [CH2:44]([O:45][CH2:46][CH3:47])[CH3:48].[CH2:8]([Li:9])[CH2:10][CH2:11][CH3:12].[CH3:38][CH2:39][CH2:40][CH2:41][CH2:42][CH3:43].[CH:1]([NH:2][CH:3]([CH3:4])[CH3:5])([CH3:6])[CH3:7].[F:13][c:14]1[cH:15][c:16]([C:17](=[O:18])[N:19]([CH:20]([CH3:21])[CH3:22])[CH:23]([CH3:24])[CH3:25])[cH:26][c:27]([C:29]([F:30])([F:31])[F:32])[cH:28]1.[O:33]=[CH:34][N:35]([CH3:36])[CH3:37]>>[F:13][c:14]1[c:15]([CH:34]=[O:33])[c:16]([C:17](=[O:18])[N:19]([CH:20]([CH3:21])[CH3:22])[CH:23]([CH3:24])[CH3:25])[cH:26][c:27]([C:29]([F:30])([F:31])[F:32])[cH:28]1.